From a dataset of the Open Reaction Database (ORD), a public repository of structured organic reaction records. describe an organic reaction: reactants, conditions, products, and yield Starting materials: C1(=CC=CC=C1)C=1NC2=CC=CC=C2C1 (2-phenyl-1H-indole), [Cl-].COC1=C(C=[N+]2CCCC2)C=CC=C1 (1-(2-methoxy-benzylidene)-pyrrolidinium chloride). Product: COC1=C(C=CC=C1)C(C1=C(NC2=CC=CC=C12)C1=CC=CC=C1)N1CCCC1 (3-[(2-methoxyphenyl)-pyrrolidin-1-yl-methyl]-2-phenyl-1H-indole). As a reaction SMILES: [C:1]1([C:7]2[NH:8][C:9]3[C:14]([CH:15]=2)=[CH:13][CH:12]=[CH:11][CH:10]=3)[CH:6]=[CH:5][CH:4]=[CH:3][CH:2]=1.[Cl-].[CH3:17][O:18][C:19]1[CH:30]=[CH:29][CH:28]=[CH:27][C:20]=1[CH:21]=[N+:22]1[CH2:26][CH2:25][CH2:24][CH2:23]1>>[CH3:17][O:18][C:19]1[CH:30]=[CH:29][CH:28]=[CH:27][C:20]=1[CH:21]([N:22]1[CH2:26][CH2:25][CH2:24][CH2:23]1)[C:15]1[C:14]2[C:9](=[CH:10][CH:11]=[CH:12][CH:13]=2)[NH:8][C:7]=1[C:1]1[CH:6]=[CH:5][CH:4]=[CH:3][CH:2]=1 |f:1.2|. Reported procedure: The preparation was carried out in accordance with general synthesis instructions 4 from 2-phenyl-1H-indole and 1-(2-methoxy-benzylidene)-pyrrolidinium chloride, which had been prepared in accordance with example 24. The reactants are C1(CCCCC1)C(O)C=1C(=NN(C1)C1=NC=C(C=C1)C(F)(F)F)CCC1=CC=CC=C1 (cyclohexyl{3-(2-phenylethyl)-1-[5-(trifluoromethyl)pyridin-2-yl]-1H-pyrazol-4-yl}methanol), NC1=CC=C(C=C1)C(=O)NCCC(=O)OCC (ethyl 3-{[(4-aminophenyl)carbonyl]amino}propanoate). Product: C1(CCCCC1)C(C=1C(=NN(C1)C1=NC=C(C=C1)C(F)(F)F)CCC1=CC=CC=C1)NC1=CC=C(C=C1)C(=O)NCCC(=O)O (3-[({4-[(cyclohexyl{3-(2-phenylethyl)-1-[5-(trifluoromethyl)pyridin-2-yl]-1H-pyrazol-4-yl}methyl)amino]phenyl}carbonyl)amino]propanoic acid). Isolated yield 27.7%. RXN SMILES: [CH:1]1([CH:7]([C:9]2[C:10]([CH2:24][CH2:25][C:26]3[CH:31]=[CH:30][CH:29]=[CH:28][CH:27]=3)=[N:11][N:12]([C:14]3[CH:19]=[CH:18][C:17]([C:20]([F:23])([F:22])[F:21])=[CH:16][N:15]=3)[CH:13]=2)O)[CH2:6][CH2:5][CH2:4][CH2:3][CH2:2]1.[NH2:32][C:33]1[CH:38]=[CH:37][C:36]([C:39]([NH:41][CH2:42][CH2:43][C:44]([O:46]CC)=[O:45])=[O:40])=[CH:35][CH:34]=1>>[CH:1]1([CH:7]([NH:32][C:33]2[CH:34]=[CH:35][C:36]([C:39]([NH:41][CH2:42][CH2:43][C:44]([OH:46])=[O:45])=[O:40])=[CH:37][CH:38]=2)[C:9]2[C:10]([CH2:24][CH2:25][C:26]3[CH:31]=[CH:30][CH:29]=[CH:28][CH:27]=3)=[N:11][N:12]([C:14]3[CH:19]=[CH:18][C:17]([C:20]([F:22])([F:21])[F:23])=[CH:16][N:15]=3)[CH:13]=2)[CH2:6][CH2:5][CH2:4][CH2:3][CH2:2]1. Reported procedure: Using cyclohexyl{3-(2-phenylethyl)-1-[5-(trifluoromethyl)pyridin-2-yl]-1H-pyrazol-4-yl}methanol (0.50 g) synthesized above and ethyl 3-{[(4-aminophenyl)carbonyl]amino}propanoate (0.28 g) synthesized in Example 1(2) and in the same manner as in Example 1(7), the title object compound (0.20 g, 28%) was obtained as a white solid. Starting materials: CC1(OC(C(O1)=CC(=O)N(OCC(C)C)CC1=CC=C(C=C1)F)=O)C (2-(2,2-Dimethyl-5-oxo-[1,3]-dioxolan-4-ylidene)-N-(4-fluorobenzyl)-N-isobutoxy-acetamide). Procedure details: 2-(2,2-Dimethyl-5-oxo-[1,3]-dioxolan-4-ylidene)-N-(4-fluorobenzyl)-N-isobutoxy-acetamide was treated with methanol as described in the preparation of Compound 44-D and gave the title ester as white crystals (48% yield); mp 55–56° C. 1HNMR 400 MHz (CDCl3) δ (ppm): mixture of rotamers: 0.99 (6H, d, J=7.1 Hz, CH3), 1.96 (1H, m, CH), 3.65 (2H, d, J=6.0 Hz, OCH2), 3.91 (3H, s, OCH3), 4.81 (2H, s, NCH2), 6.49 (1H, s, CH), 7.05 (2H, m, aromatics), 7.33 (2H, m, aromatics), 13.4 (1H, broad s, OH). HRMS (... The yield is 48.0%. Yields the product COC(C(=CC(N(OCC(C)C)CC1=CC=C(C=C1)F)=O)O)=O (3-[(4-Fluoro-benzyl)-isobutoxy-carbamoyl]-2-hydroxy-acrylic acid methyl ester). RXN SMILES: C[C:2]1(C)[O:6][C:5](=[CH:7][C:8]([N:10]([CH2:16][C:17]2[CH:22]=[CH:21][C:20]([F:23])=[CH:19][CH:18]=2)[O:11][CH2:12][CH:13]([CH3:15])[CH3:14])=[O:9])[C:4](=[O:24])[O:3]1>CO>[CH3:2][O:3][C:4](=[O:24])[C:5]([OH:6])=[CH:7][C:8](=[O:9])[N:10]([CH2:16][C:17]1[CH:18]=[CH:19][C:20]([F:23])=[CH:21][CH:22]=1)[O:11][CH2:12][CH:13]([CH3:15])[CH3:14]. Run in CO (methanol). The reactants are C(CCC)OC(=O)C=1C=C2CC[C@H]3[C@@H]4[C@H](CC([C@@]4(C)CC[C@@H]3C2=CC1)(F)F)CCCC(=O)N1CCOCC1 (15α-(4-morpholin-4-yl-4-oxobutyl)-17,17-difluoro-estra-1(10),2,4-triene-3-carboxylic acid butyl ester), [Li+].[OH-] (LiOH), CO (MeOH), [Li+].[OH-] (LiOH), CO (MeOH). The solvent is O (H2O), O (water), O (H2O), O (H2O). Reaction conditions: temperature 50 celsius, time 2 hour. The product is N1(CCOCC1)C(CCC[C@H]1CC([C@]2(C)[C@@H]1[C@@H]1CCC3=CC(=CC=C3[C@H]1CC2)C(=O)O)(F)F)=O (15α-(4-morpholin-4-yl-4-oxobutyl)-17,17-difluoro-estra-1(10),2,4-triene-3-carboxylic acid). The yield is 26.8%. Reaction SMILES: C([O:5][C:6]([C:8]1[CH:9]=[C:10]2[C:23](=[CH:24][CH:25]=1)[C@@H:22]1[C@H:13]([C@H:14]3[C@@:18]([CH2:20][CH2:21]1)([CH3:19])[C:17]([F:27])([F:26])[CH2:16][C@@H:15]3[CH2:28][CH2:29][CH2:30][C:31]([N:33]1[CH2:38][CH2:37][O:36][CH2:35][CH2:34]1)=[O:32])[CH2:12][CH2:11]2)=[O:7])CCC.[Li+].[OH-].CO>O>[N:33]1([C:31](=[O:32])[CH2:30][CH2:29][CH2:28][C@@H:15]2[C@H:14]3[C@H:13]4[C@H:22]([CH2:21][CH2:20][C@:18]3([CH3:19])[C:17]([F:26])([F:27])[CH2:16]2)[C:23]2[C:10](=[CH:9][C:8]([C:6]([OH:7])=[O:5])=[CH:25][CH:24]=2)[CH2:11][CH2:12]4)[CH2:38][CH2:37][O:36][CH2:35][CH2:34]1 |f:1.2|. Procedure details: 796 mg 15α-(4-morpholin-4-yl-4-oxobutyl)-17,17-difluoro-estra-1(10),2,4-triene-3-carboxylic acid butyl ester and 5 eq LiOH are mixed with 30 ml MeOH and 10 ml H2O and stirred at 50° C. (water bath) for about 4 h. Then a few mg LiOH, 30 ml MeOH and 10 ml H2O were added and the reaction mixture was stirred for another 2 h at 50° C. After reducing the solvents, H2O is added, the reaction mixture is extracted with EtOAc. The combined aquatic layers are acidified with KHSO4aq to pH 2-3, and extracted... Reactants: BrC1=C(C(=CC(=C1)C#N)Br)OC(OCCl)=O (carbonic acid chloromethyl ester 2,6-dibromo-4-cyanophenyl ester), [I-].[Na+] (sodium iodide). The solvent is CC(=O)C (acetone). Run at temperature 30 celsius. Yields the product BrC1=C(C(=CC(=C1)C#N)Br)OC(OCI)=O (Carbonic acid iodomethyl ester 2,6-dibromo-4-cyanophenyl ester). The yield is 160.1%. Reaction SMILES: [Br:1][C:2]1[CH:7]=[C:6]([C:8]#[N:9])[CH:5]=[C:4]([Br:10])[C:3]=1[O:11][C:12](=[O:16])[O:13][CH2:14]Cl.[I-:17].[Na+]>CC(C)=O>[Br:1][C:2]1[CH:7]=[C:6]([C:8]#[N:9])[CH:5]=[C:4]([Br:10])[C:3]=1[O:11][C:12](=[O:16])[O:13][CH2:14][I:17] |f:1.2|. Procedure: A solution of carbonic acid chloromethyl ester 2,6-dibromo-4-cyanophenyl ester (10.0 g, 27.1 mmol) in 30 mL of acetone was added sodium iodide (8.12 g, 54.1 mmol) and heated to 30° C. for 3 h. The acetone was removed, and the resulting slurry was treated with ether. The resulting white precipitated solids were filtered off, and the filtrate was then concentrated to afford tannish solids which was recrystallized from ether/hexanes to afford white solids (20 g, 96%). 1H-NMR (300 MHz, CDCl3) δ (ppm... Starting materials: CN1CCN(c2cc(-c3ccc4c(c3)CN(C(=O)CC3CCNC3)CC4)nc(N)n2)CC1, CC(C)OC(=O)Cl. The product is CC(C)OC(=O)N1CCC(CC(=O)N2CCc3ccc(-c4cc(N5CCN(C)CC5)nc(N)n4)cc3C2)C1. RXN SMILES: [CH3:8][N:9]1[CH2:10][CH2:11][N:12]([c:15]2[n:16][c:17]([NH2:39])[n:18][c:19](-[c:21]3[cH:22][cH:23][c:24]4[c:29]([cH:30]3)[CH2:28][N:27]([C:31]([CH2:32][CH:33]3[CH2:34][NH:35][CH2:36][CH2:37]3)=[O:38])[CH2:26][CH2:25]4)[cH:20]2)[CH2:13][CH2:14]1.[Cl:1][C:2](=[O:3])[O:4][CH:5]([CH3:6])[CH3:7]>>[C:2](=[O:3])([O:4][CH:5]([CH3:6])[CH3:7])[N:35]1[CH2:34][CH:33]([CH2:32][C:31]([N:27]2[CH2:26][CH2:25][c:24]3[cH:23][cH:22][c:21](-[c:19]4[n:18][c:17]([NH2:39])[n:16][c:15]([N:12]5[CH2:11][CH2:10][N:9]([CH3:8])[CH2:14][CH2:13]5)[cH:20]4)[cH:30][c:29]3[CH2:28]2)=[O:38])[CH2:37][CH2:36]1. Starting materials: N(N)C(=O)OC(C)(C)C (tert-butyl hydrazinecarboxylate), [O-]S(=O)(=O)[O-].[Mg+2] (MgSO4), [Si](C)(C)(C(C)(C)C)OCC=O (2-(tert-butyldimethylsilyloxy)acetaldehyde). The solvent is C(Cl)Cl (DCM). Product: [Si](C)(C)(C(C)(C)C)OC\C=N\NC(=O)OC(C)(C)C ((E)-tert-butyl 2-(2-(tert-butyldimethylsilyloxy)ethylidene)hydrazinecarboxylate). Isolated yield 93.1%. Reaction SMILES: [NH:1]([C:3]([O:5][C:6]([CH3:9])([CH3:8])[CH3:7])=[O:4])[NH2:2].[O-]S([O-])(=O)=O.[Mg+2].[Si:16]([O:23][CH2:24][CH:25]=O)([C:19]([CH3:22])([CH3:21])[CH3:20])([CH3:18])[CH3:17]>C(Cl)Cl>[Si:16]([O:23][CH2:24]/[CH:25]=[N:2]/[NH:1][C:3]([O:5][C:6]([CH3:9])([CH3:8])[CH3:7])=[O:4])([C:19]([CH3:22])([CH3:21])[CH3:20])([CH3:18])[CH3:17] |f:1.2|. Reported procedure: A mixture of tert-butyl hydrazinecarboxylate (2.5 g, 19 mmol), MgSO4 (11.4 g, 95.0 mmol), and 2-(tert-butyldimethylsilyloxy)acetaldehyde (9.9 g, 57 mmol) in DCM (100 mL) was heated to reflux overnight. The solid was filtered off and the filtrate was concentrated. The residue was purified by silica gel chromatography eluting with EtOAc/petroleum ether (1:5) to give (E)-tert-butyl 2-(2-(tert-butyldimethylsilyloxy)ethylidene)hydrazinecarboxylate (5.1 g, 94% yield) as colorless oil. LCMS (ESI) m/z: ...